This data is from the Open Reaction Database (ORD), a public repository of structured organic reaction records. The task is: describe an organic reaction: reactants, conditions, products, and yield Reactants: Cl.C(=O)(O)[C@@H]1NC2=CC(=CC(=C2[C@H](C1)NC(=O)C1=CC=C(C=C1)CN)Cl)Cl (trans-2-carboxy-5,7-dichloro-4(4-aminomethylphenyl)carbonylamino-1,2,3,4-tetrahydroquinoline hydrochloride), Cl.C(=O)(O)[C@@H]1NC2=CC(=CC(=C2[C@H](C1)NC(=O)C1=CC(=CC=C1)CN)Cl)Cl (trans-2-carboxy-5,7-dichloro-4(3-aminomethylphenyl)carbonylamino-1,2,3,4-tetrahydroquinoline hydrochloride). The solvent is CS(=O)C (DMSO). Product: Cl.COC(=O)[C@@H]1NC2=CC(=CC(=C2[C@H](C1)NC(=O)C1=CC=C(C=C1)CN)Cl)Cl (Trans-2-methoxycarbonyl-5,7-dichloro-4-(4-aminomethylphenyl)carbonylamino-1,2,3,4-tetrahydroquinoline hydrochloride), Ar-H. RXN SMILES: Cl.[C:2]([C@H:5]1[CH2:14][C@H:13]([NH:15][C:16]([C:18]2[CH:23]=[CH:22][C:21]([CH2:24][NH2:25])=[CH:20][CH:19]=2)=[O:17])[C:12]2[C:7](=[CH:8][C:9]([Cl:27])=[CH:10][C:11]=2[Cl:26])[NH:6]1)([OH:4])=[O:3].Cl.[C:29]([C@H]1C[C@H](NC(C2C=CC=C(CN)C=2)=O)C2C(=CC(Cl)=CC=2Cl)N1)(O)=O>CS(C)=O>[ClH:26].[CH3:29][O:3][C:2]([C@H:5]1[CH2:14][C@H:13]([NH:15][C:16]([C:18]2[CH:23]=[CH:22][C:21]([CH2:24][NH2:25])=[CH:20][CH:19]=2)=[O:17])[C:12]2[C:7](=[CH:8][C:9]([Cl:27])=[CH:10][C:11]=2[Cl:26])[NH:6]1)=[O:4] |f:0.1,2.3,5.6|. Procedure: This compound was prepared by the method given for Example 82 using trans-2-carboxy-5,7-dichloro-4(4-aminomethylphenyl)carbonylamino-1,2,3,4-tetrahydroquinoline hydrochloride, Example 83, in place of trans-2-carboxy-5,7-dichloro-4(3-aminomethylphenyl)carbonylamino-1,2,3,4-tetrahydroquinoline hydrochloride to give the title compound as a colourless crystalline solid m.p. 238°-240° C. δ (DMSO, 360 MHz), 1.80 (1H, ddd, J=13.0, 12.5 and 4.1 Hz, CHACHBHCCHD), 2.26 (1H, dm, J=13.0 Hz, CHACHBHCCHD), 3.... Product: [I-].C[N+]1(CCC(CC1)=O)C (1,1-dimethyl-4-oxopiperidinium iodide). Solvent: ClCCl (dichloromethane). As a reaction SMILES: [CH3:1][N:2]1[CH2:7][CH2:6][C:5](=[O:8])[CH2:4][CH2:3]1.[I:9]C.[CH:11](OC(C)C)(C)C>ClCCl>[I-:9].[CH3:1][N+:2]1([CH3:11])[CH2:7][CH2:6][C:5](=[O:8])[CH2:4][CH2:3]1 |f:4.5|. Procedure: To a solution of 1-methyl-4-piperidone (1.0 g) in dichloromethane (5 ml) was slowly added iodomethane (1 ml) at 0° C. and stirred for 30 minutes at ambient temperature. To the reaction mixture was added isopropyl ether (10 ml), and the resulting precipitate was collected by filtration to give 1,1-dimethyl-4-oxopiperidinium iodide (1.416 g). Conditions: time 30 minute. The reactants are CN1CCC(CC1)=O (1-methyl-4-piperidone), IC (iodomethane), C(C)(C)OC(C)C (isopropyl ether). Starting materials: CCO, CNc1cc(Cl)nc(N)n1, O=C(OO)c1cccc(Cl)c1. Yields the product CNc1cc(Cl)nc(N)[n+]1[O-]. As a reaction SMILES: [CH3:22][CH2:23][OH:24].[NH2:1][c:2]1[n:3][c:4]([Cl:10])[cH:5][c:6]([NH:8][CH3:9])[n:7]1.[OH:11][O:12][C:13]([c:14]1[cH:15][c:16]([Cl:17])[cH:18][cH:19][cH:20]1)=[O:21]>>[NH2:1][c:2]1[n:3][c:4]([Cl:10])[cH:5][c:6]([NH:8][CH3:9])[n+:7]1[O-:11]. Reactants: COc1cc2c(Cl)nccc2cc1I, NCc1ccccc1. Product: COc1cc2c(NCc3ccccc3)nccc2cc1I. Reaction SMILES: [Cl:1][c:2]1[n:3][cH:4][cH:5][c:6]2[cH:7][c:8]([I:14])[c:9]([O:12][CH3:13])[cH:10][c:11]12.[NH2:15][CH2:16][c:17]1[cH:18][cH:19][cH:20][cH:21][cH:22]1>>[c:2]1([NH:15][CH2:16][c:17]2[cH:18][cH:19][cH:20][cH:21][cH:22]2)[n:3][cH:4][cH:5][c:6]2[cH:7][c:8]([I:14])[c:9]([O:12][CH3:13])[cH:10][c:11]12. The reactants are [N+](=O)([O-])C1=CC=C(COC(=O)N2C(CCCC2)C(=O)O)C=C1 (1-(4-nitrobenzyloxycarbonyl)-2-piperidinecarboxylic acid), C1=CN(C=N1)C(=O)N2C=CN=C2 (N,N-carbonyldiimidazole), N[C@@H]1CN(CC1)C(=O)OC(C)(C)C ((3S)-3-amino-1-(tert-butoxycarbonyl)pyrrolidine). Run in C(C)#N (acetonitrile), C(C)#N (acetonitrile). Run at time 1 hour. The product is C(C)(C)(C)OC(=O)N1C[C@H](CC1)NC(=O)C1N(CCCC1)C(=O)OCC1=CC=C(C=C1)[N+](=O)[O-] ((3S)-1-(tert-butoxycarbonyl)-3-[1-(4-nitrobenzyloxycarbonyl)piperidin-2-ylcarbonylamino]pyrrolidine). Yield: 76.0%. As a reaction SMILES: [N+:1]([C:4]1[CH:22]=[CH:21][C:7]([CH2:8][O:9][C:10]([N:12]2[CH2:17][CH2:16][CH2:15][CH2:14][CH:13]2[C:18]([OH:20])=O)=[O:11])=[CH:6][CH:5]=1)([O-:3])=[O:2].C1N=CN(C(N2C=NC=C2)=O)C=1.[NH2:35][C@H:36]1[CH2:40][CH2:39][N:38]([C:41]([O:43][C:44]([CH3:47])([CH3:46])[CH3:45])=[O:42])[CH2:37]1>C(#N)C>[C:44]([O:43][C:41]([N:38]1[CH2:39][CH2:40][C@H:36]([NH:35][C:18]([CH:13]2[CH2:14][CH2:15][CH2:16][CH2:17][N:12]2[C:10]([O:9][CH2:8][C:7]2[CH:6]=[CH:5][C:4]([N+:1]([O-:3])=[O:2])=[CH:22][CH:21]=2)=[O:11])=[O:20])[CH2:37]1)=[O:42])([CH3:47])([CH3:45])[CH3:46]. Reported procedure: To a solution of 1-(4-nitrobenzyloxycarbonyl)-2-piperidinecarboxylic acid (1.54 g) in anhydrous acetonitrile (30 ml), N,N-carbonyldiimidazole (851 mg) was added at the room temperature, followed by stirring for one hour. The reaction mixture was allowed to react with a solution of (3S)-3-amino-1-(tert-butoxycarbonyl)pyrrolidine (931 mg) in anhydrous acetonitrile (15 ml) under ice cooling in a similar manner to that described in Referential Example 1-(1), whereby 1.81 g of (3S)-1-(tert-butoxycarb... Solvent: CCO (EtOH). As a reaction SMILES: [BH4-].[Na+].[Cl:3][C:4]1[CH:5]=[C:6]2[C:12]3([CH2:17][CH2:16][N:15]([C:18]([O:20][C:21]([CH3:24])([CH3:23])[CH3:22])=[O:19])[CH2:14][CH2:13]3)[CH:11]=[N:10][C:7]2=[CH:8][CH:9]=1>CCO>[Cl:3][C:4]1[CH:5]=[C:6]2[C:12]3([CH2:13][CH2:14][N:15]([C:18]([O:20][C:21]([CH3:24])([CH3:23])[CH3:22])=[O:19])[CH2:16][CH2:17]3)[CH2:11][NH:10][C:7]2=[CH:8][CH:9]=1 |f:0.1|. Product: ClC=1C=C2C(=CC1)NCC21CCN(CC1)C(=O)OC(C)(C)C (tert-butyl 5-chlorospiro[indoline-3,4′-piperidine]-1′-carboxylate). Run at time 8 hour. Procedure: NaBH4 (1.29 g, 34.0 mmol) was added to a stirred solution of tert-butyl 5-chlorospiro[indole-3,4′-piperidine]-1′-carboxylate (2.57 g, 8.01 mmol) in absolute EtOH (100 mL) portionwise. The reaction was stirred at about room temperature overnight. The reaction was concentrated. The crude residue was taken up in DCM, washed with water and brine, dried over MgSO4, filtered, and concentrated. The crude residue was purified by column chromatography (25-35% EtOAc/Hexane) to yield tert-butyl 5-chlorospi... Starting materials: [BH4-].[Na+] (NaBH4), ClC=1C=C2C(=CC1)N=CC21CCN(CC1)C(=O)OC(C)(C)C (tert-butyl 5-chlorospiro[indole-3,4′-piperidine]-1′-carboxylate).